Dataset: the Open Reaction Database (ORD), a public repository of structured organic reaction records. Task: describe an organic reaction: reactants, conditions, products, and yield The reactants are BrC=1C=C(C=CC1)N1CCNCC1 (1-(3-bromophenyl)-piperazine), S1C=C(C=C1)B(O)O (3-thienylboronic acid), aqueous solution, C([O-])([O-])=O.[Na+].[Na+] (sodium carbonate), C1(=CC=CC=C1)C (toluene). The reagents and catalysts are C=1C=CC(=CC1)[P](C=2C=CC=CC2)(C=3C=CC=CC3)[Pd]([P](C=4C=CC=CC4)(C=5C=CC=CC5)C=6C=CC=CC6)([P](C=7C=CC=CC7)(C=8C=CC=CC8)C=9C=CC=CC9)[P](C=1C=CC=CC1)(C=1C=CC=CC1)C=1C=CC=CC1 (tetrakis(triphenylphosphine)palladium). The solvent is O (water). Product: S1C=C(C=C1)C=1C=C(C=CC1)N1CCNCC1 (1-[3-(3-Thienyl)phenyl]piperazine). The yield is 83.8%. RXN SMILES: Br[C:2]1[CH:3]=[C:4]([N:8]2[CH2:13][CH2:12][NH:11][CH2:10][CH2:9]2)[CH:5]=[CH:6][CH:7]=1.[S:14]1[CH:18]=[CH:17][C:16](B(O)O)=[CH:15]1.C(=O)([O-])[O-].[Na+].[Na+].C1(C)C=CC=CC=1>C1C=CC([P]([Pd]([P](C2C=CC=CC=2)(C2C=CC=CC=2)C2C=CC=CC=2)([P](C2C=CC=CC=2)(C2C=CC=CC=2)C2C=CC=CC=2)[P](C2C=CC=CC=2)(C2C=CC=CC=2)C2C=CC=CC=2)(C2C=CC=CC=2)C2C=CC=CC=2)=CC=1.O>[S:14]1[CH:18]=[CH:17][C:16]([C:2]2[CH:3]=[C:4]([N:8]3[CH2:13][CH2:12][NH:11][CH2:10][CH2:9]3)[CH:5]=[CH:6][CH:7]=2)=[CH:15]1 |f:2.3.4,^1:38,40,59,78|. Procedure: A mixed solution of 1-(3-bromophenyl)-piperazine (300 mg, 1.24 mmol), 3-thienylboronic acid (239 mg, 1.87 mmol), tetrakis(triphenylphosphine)palladium (173 mg, 0.149 mmol), 2N aqueous solution of sodium carbonate (4.98 ml, 9.95 mmol), and toluene (12 ml) was stirred at 95° C. for 15 hours under a nitrogen atmosphere. After cooling to room temperature, water was poured into the reaction solution, and extracted with ethyl acetate. The extract was washed with water, dried over anhydrous magnesium s...